This data is from the Open Reaction Database (ORD), a public repository of structured organic reaction records. The task is: describe an organic reaction: reactants, conditions, products, and yield Reactants: ClC1=C(C(=NC=C1)C)OC (4-chloro-3-methoxy-2-methylpyridine), C1(=CC=CC=C1)O (phenol), C(C1=CC=CC=C1)ON (O-benzylhydroxylamine), [OH-].[Na+] (NaOH). Solvent: C(Cl)Cl (CH2Cl2). The product is C(C1=CC=CC=C1)ONC1=C(C(=NC=C1)C)OC (4-(O-Benzylhydroxylamino)-3-methoxy-2-methylpyridine). As a reaction SMILES: Cl[C:2]1[CH:7]=[CH:6][N:5]=[C:4]([CH3:8])[C:3]=1[O:9][CH3:10].C1(O)C=CC=CC=1.[CH2:18]([O:25][NH2:26])[C:19]1[CH:24]=[CH:23][CH:22]=[CH:21][CH:20]=1.[OH-].[Na+]>C(Cl)Cl>[CH2:18]([O:25][NH:26][C:2]1[CH:7]=[CH:6][N:5]=[C:4]([CH3:8])[C:3]=1[O:9][CH3:10])[C:19]1[CH:24]=[CH:23][CH:22]=[CH:21][CH:20]=1 |f:3.4|. Procedure details: 16 g of 4-chloro-3-methoxy-2-methylpyridine, 63 g of phenol and 40 g of O-benzylhydroxylamine are stirred at 120° C. under nitrogen for 4 hours. After cooling, the mixture is shaken with 500 ml of 2N NaOH and CH2Cl2. The aqueous phase is extracted a second time with CH2Cl2. After concentrating the combined CH2Cl2 phases, excess O-benzylhydroxylamine is distilled off in vacuo at 0.6 mm. The residue crystallizes on stirring with hexane. After filtering off with suction and washing with hexane 21.6... Reactants: O (water), P(=O)([O-])([O-])[O-].[K+].[K+].[K+] (potassium phosphate), C(C)OCCOC=1C=C(C=CC1I)\C=C(\C(=O)OC)/OC (methyl (Z)-3-[3-(2-ethoxyethoxy)-4-iodophenyl]-2-methoxyacrylate), CN(C(=O)NCCCCC)C=1C=C(C=CC1)B(O)O (3-(1-methyl-3-pentylureido)phenylboronic acid), CN(C=O)C (dimethylformamide). The reagents and catalysts are C(C)(=O)[O-].[Pd+2].C(C)(=O)[O-] (palladium acetate), C1(CCCCC1)P(C1=C(C=CC=C1)C1=CC=CC=C1)C1CCCCC1 (2-(dicyclohexylphosphino)biphenyl). The solvent is C(C)(=O)OCC (ethyl acetate). Conditions: temperature 90 celsius. The product is C(C)O\C(\C(=O)OC)=C/C1=CC(=C(C=C1)C1=CC(=CC=C1)N(C(=O)NCCCCC)C)OCCOCC (methyl (Z)-2-Ethoxy-3-[2-(2-ethoxyethoxy)-3′-(1-methyl-3-pentylureido)biphenyl-4-yl]acrylate). The yield is 89.0%. RXN SMILES: P([O-])([O-])([O-])=O.[K+].[K+].[K+].[CH2:9]([O:11][CH2:12][CH2:13][O:14][C:15]1[CH:16]=[C:17](/[CH:22]=[C:23](\[O:28][CH3:29])/[C:24]([O:26][CH3:27])=[O:25])[CH:18]=[CH:19][C:20]=1I)[CH3:10].[CH3:30][N:31]([C:40]1[CH:41]=[C:42](B(O)O)[CH:43]=[CH:44][CH:45]=1)[C:32]([NH:34][CH2:35][CH2:36][CH2:37][CH2:38][CH3:39])=[O:33].O.[CH3:50]N(C)C=O>C([O-])(=O)C.[Pd+2].C([O-])(=O)C.C1(P(C2CCCCC2)C2C=CC=CC=2C2C=CC=CC=2)CCCCC1.C(OCC)(=O)C>[CH2:29]([O:28]/[C:23](=[CH:22]\[C:17]1[CH:18]=[CH:19][C:20]([C:44]2[CH:43]=[CH:42][CH:41]=[C:40]([N:31]([CH3:30])[C:32]([NH:34][CH2:35][CH2:36][CH2:37][CH2:38][CH3:39])=[O:33])[CH:45]=2)=[C:15]([O:14][CH2:13][CH2:12][O:11][CH2:9][CH3:10])[CH:16]=1)/[C:24]([O:26][CH3:27])=[O:25])[CH3:50] |f:0.1.2.3,8.9.10|. Procedure details: 6.9 mg (0.02 mmol) of 2-(dicyclohexylphosphino)biphenyl and 2.2 mg (0.01 mmol) of palladium acetate and then 0.32 mL (0.64 mmol) of aqueous 2 M potassium phosphate solution are added to a solution of 200 mg (0.49 mmol) of methyl (Z)-3-[3-(2-ethoxyethoxy)-4-iodophenyl]-2-methoxyacrylate and 0.65 g (2.5 mmol) of 3-(1-methyl-3-pentylureido)phenylboronic acid (prepared according to Example 24h) in 10 mL of dimethylformamide. The reaction mixture is heated at 90° C. for 3 hours. After addition of 20 ... Starting materials: CNS(=O)(=O)N ((methylsulfamoyl)amine), N1(CCCCCC=NCCC1)C1CCCCCCCCCC1 (1,8-diazabicycloundec-7-ene), C12(CC3CC(CC(C1)C3)C2)COC2=NC=C(C(=O)OC(C)(C)C)C=C2C2CC2 (tert-butyl 6-(adamantan-1-ylmethoxy)-5-cyclopropylnicotinate), FC(C(=O)O)(F)F (trifluoroacetic acid), C(=O)(C=1NC=CN1)C=1NC=CN1 (carbonyl diimidazole). Run in C(C)(=O)OCC (ethyl acetate), ClCCl (dichloromethane). Conditions: time 30 minute. Product: C12(CC3CC(CC(C1)C3)C2)COC2=NC=C(C(=O)NS(NC)(=O)=O)C=C2C2CC2 (6-(adamantan-1-ylmethoxy)-5-cyclopropyl- N—(N-methylsulfamoyl)nicotinamide). Yield: 22.0%. Reaction SMILES: [C:1]12([CH2:11][O:12][C:13]3[C:25]([CH:26]4[CH2:28][CH2:27]4)=[CH:24][C:16]([C:17](OC(C)(C)C)=[O:18])=[CH:15][N:14]=3)[CH2:10][CH:5]3[CH2:6][CH:7]([CH2:9][CH:3]([CH2:4]3)[CH2:2]1)[CH2:8]2.FC(F)(F)C(O)=O.C(C1NC=CN=1)(C1NC=CN=1)=O.[CH3:48][NH:49][S:50]([NH2:53])(=[O:52])=[O:51].N1(C2CCCCCCCCCC2)CCCN=CCCCCC1>ClCCl.C(OCC)(=O)C>[C:1]12([CH2:11][O:12][C:13]3[C:25]([CH:26]4[CH2:28][CH2:27]4)=[CH:24][C:16]([C:17]([NH:53][S:50](=[O:52])(=[O:51])[NH:49][CH3:48])=[O:18])=[CH:15][N:14]=3)[CH2:10][CH:5]3[CH2:6][CH:7]([CH2:9][CH:3]([CH2:4]3)[CH2:2]1)[CH2:8]2. Procedure: A solution of tert-butyl 6-(adamantan-1-ylmethoxy)-5-cyclopropylnicotinate (0.50 g, 1.30 mmol) in dichloromethane (20 mL) was treated with trifluoroacetic acid (5.0 mL). The resulting mixture was stirred for 30 minutes and then concentrated in vacuo. The residue was treated with methanol (20 mL) and concentrated in vacuo. The residue was dissolved in anhydrous tetrahydrofuran (20 mL), treated with carbonyl diimidazole (0.42 g, 2.60 mmol), and refluxed under nitrogen for 30 min. The reaction mixt... Starting materials: CN1N=CC=2NC=3C=CC(=CC3C(C21)=O)CC2=C(C#N)C=CC=C2 (2-[(1-methyl-9-oxo-4,9-dihydro-1H-pyrazolo[4,3-b]quinolin-7-yl)methyl]benzonitrile), CN1N=CC=2NC=3C=CC(=CC3C(C21)=O)CC=2C=C(C#N)C=CC2 (3-[(1-methyl-9-oxo-4,9-dihydro-1H-pyrazolo[4,3-b]quinolin-7-yl)methyl]benzonitrile). Yields the product CN1N=CC=2NC=3C=CC(=CC3C(C21)=O)CC2=C(C(=O)N)C=CC=C2 (2-[(1-METHYL-9-OXO-4,9-DIHYDRO-1H-PYRAZOLO[4,3-b]QUINOLIN-7-YL)METHYL]BENZAMIDE). Reaction SMILES: [CH3:1][N:2]1[C:14]2[C:13](=[O:15])[C:12]3[CH:11]=[C:10]([CH2:16][C:17]4[CH:24]=[CH:23][CH:22]=[CH:21][C:18]=4[C:19]#[N:20])[CH:9]=[CH:8][C:7]=3[NH:6][C:5]=2[CH:4]=[N:3]1.CN1C2C(=[O:39])C3C=C(CC4C=C(C=CC=4)C#N)C=CC=3NC=2C=N1>>[CH3:1][N:2]1[C:14]2[C:13](=[O:15])[C:12]3[CH:11]=[C:10]([CH2:16][C:17]4[CH:24]=[CH:23][CH:22]=[CH:21][C:18]=4[C:19]([NH2:20])=[O:39])[CH:9]=[CH:8][C:7]=3[NH:6][C:5]=2[CH:4]=[N:3]1. Procedure details: The title compound was prepared according to the procedure of EXAMPLE 29 using 2-[(1-methyl-9-oxo-4,9-dihydro-1H-pyrazolo[4,3-b]quinolin-7-yl)methyl]benzonitrile (EXAMPLE 32, step 2), instead of 3-[(1-methyl-9-oxo-4,9-dihydro-1H-pyrazolo[4,3-b]quinolin-7-yl)methyl]benzonitrile. Starting materials: O=C(CNC(=O)OCc1ccccc1)NC1CC(n2cnc3c(NCC(c4ccccc4)c4ccccc4)nc(Cl)nc32)C(O)C1O, CCO. The product is O=C1CNC(=O)N1C1CC(n2cnc3c(NCC(c4ccccc4)c4ccccc4)nc(Cl)nc32)C(O)C1O. Reaction SMILES: [CH2:1]([c:3]1[cH:4][cH:5][cH:6][cH:7][cH:47]1)[O:8][C:9](=[O:2])[NH:10][CH2:11][C:12]([NH:13][CH:14]1[CH:15]([OH:45])[CH:16]([OH:44])[CH:17]([n:19]2[c:20]3[n:21][c:22]([Cl:43])[n:23][c:24]([NH:28][CH2:29][CH:30]([c:31]4[cH:32][cH:33][cH:34][cH:35][cH:36]4)[c:37]4[cH:38][cH:39][cH:40][cH:41][cH:42]4)[c:25]3[n:26][cH:27]2)[CH2:18]1)=[O:46].[CH3:48][CH2:49][OH:50]>>[O:8]=[C:9]1[NH:10][CH2:11][C:12](=[O:46])[N:13]1[CH:14]1[CH:15]([OH:45])[CH:16]([OH:44])[CH:17]([n:19]2[c:20]3[n:21][c:22]([Cl:43])[n:23][c:24]([NH:28][CH2:29][CH:30]([c:31]4[cH:32][cH:33][cH:34][cH:35][cH:36]4)[c:37]4[cH:38][cH:39][cH:40][cH:41][cH:42]4)[c:25]3[n:26][cH:27]2)[CH2:18]1.